This data is from the Open Reaction Database (ORD), a public repository of structured organic reaction records. The task is: describe an organic reaction: reactants, conditions, products, and yield Reaction SMILES: [Br:1][C:2]1[CH:10]=[CH:9][C:5]([C:6]([OH:8])=[O:7])=[C:4]([CH3:11])[CH:3]=1.S(=O)(=O)(O)O.[CH2:17](O)[CH3:18]>>[CH2:17]([O:7][C:6](=[O:8])[C:5]1[CH:9]=[CH:10][C:2]([Br:1])=[CH:3][C:4]=1[CH3:11])[CH3:18]. Reactants: BrC1=CC(=C(C(=O)O)C=C1)C (4-Bromo-2-methylbenzoic acid), S(O)(O)(=O)=O (sulfuric acid), C(C)O (ethanol). Procedure: 4-Bromo-2-methylbenzoic acid (9.97 g, 46.4 mmol) and concentrated sulfuric acid (1.0 ml) were dissolved in ethanol (170 ml), and the mixture was heated under reflux for 33 hr. The reaction mixture was concentrated under reduced pressure, and the residue was diluted with an ethyl acetate-hexane=1:1 mixed solvent, washed with water, saturated aqueous sodium hydrogen carbonate and saturated brine, and dried over anhydrous magnesium sulfate. The insoluble material was filtered off, and the solution ... Isolated yield 93.0%. The product is C(C)OC(C1=C(C=C(C=C1)Br)C)=O (4-bromo-2-methylbenzoic acid ethyl ester).